Dataset: the Open Reaction Database (ORD), a public repository of structured organic reaction records. Task: describe an organic reaction: reactants, conditions, products, and yield Reactants: C(#N)C=1C=NC=CC1 (3-cyanopyridine), C(C)(C)O (isopropanol), C(C)(=O)O (acetic acid), [H-].[Na+] (Sodium hydride). Run at time 3 hour. Yields the product crude product, N1=CC(=CC=C1)C(OC(C)C)=N (isopropyl 3-pyridinecarboximidate). RXN SMILES: [C:1]([C:3]1[CH:4]=[N:5][CH:6]=[CH:7][CH:8]=1)#[N:2].[H-].[Na+].C(O)(=O)C.[CH:15]([OH:18])([CH3:17])[CH3:16]>>[N:5]1[CH:6]=[CH:7][CH:8]=[C:3]([C:1](=[NH:2])[O:18][CH:15]([CH3:17])[CH3:16])[CH:4]=1 |f:1.2|. Procedure details: 3-cyanopyridine (10.0 g, 96.1 mmol) was dissolved in isopropanol (50 ml). Sodium hydride (0.23 g, 9.6 mmol) from which oily matters had been removed by washing with ether was added to the solution, and the mixture was stirred at room temperature for 3 hours. After the reaction was completed, acetic acid (0.64 g, 10.7 mmol) was added to neutralize the reaction solution, and the solution was concentrated under reduced pressure. After concentrating the solution, diethyl ether (80 ml) was added to t...